This data is from the Open Reaction Database (ORD), a public repository of structured organic reaction records. The task is: describe an organic reaction: reactants, conditions, products, and yield The reactants are C[C@H]1[C@H](NCCC1)CN1C(C2=CC=CC=C2C1=O)=O (2-(((2S,3R)-3-methylpiperidin-2-yl)methyl)isoindoline-1,3-dione), CC1=CC(=C(C(=O)O)C=C1)C1=NC=CC=N1 (4-Methyl-2-(pyrimidin-2-yl)benzoic acid), ClC1=NC=C(C=N1)C(F)(F)F (2-chloro-5-(trifluoromethyl)pyrimidine). The product is C[C@H]1[C@H](N(CCC1)C(=O)C1=C(C=C(C=C1)C)C1=NC=CC=N1)CNC1=NC=C(C=N1)C(F)(F)F (((2S,3R)-3-Methyl-2-(((5-(trifluoromethyl)pyrimidin-2-yl)amino)methyl)piperidin-1-yl)(4-methyl-2-(pyrimidin-2-yl)phenyl)methanone). Reaction SMILES: [CH3:1][C@@H:2]1[CH2:7][CH2:6][CH2:5][NH:4][C@@H:3]1[CH2:8][N:9]1[C:17](=O)C2C(=CC=CC=2)C1=O.[CH3:20][C:21]1[CH:29]=[CH:28][C:24]([C:25]([OH:27])=O)=[C:23]([C:30]2[N:35]=[CH:34][CH:33]=[CH:32][N:31]=2)[CH:22]=1.ClC1[N:42]=[CH:41][C:40]([C:43]([F:46])([F:45])[F:44])=[CH:39][N:38]=1>>[CH3:1][C@@H:2]1[CH2:7][CH2:6][CH2:5][N:4]([C:25]([C:24]2[CH:28]=[CH:29][C:21]([CH3:20])=[CH:22][C:23]=2[C:30]2[N:35]=[CH:34][CH:33]=[CH:32][N:31]=2)=[O:27])[C@@H:3]1[CH2:8][NH:9][C:17]1[N:42]=[CH:41][C:40]([C:43]([F:46])([F:45])[F:44])=[CH:39][N:38]=1. Reported procedure: The title compound was prepared following the same general protocol as described for Example A389 using 2-(((2S,3R)-3-methylpiperidin-2-yl)methyl)isoindoline-1,3-dione, 4-Methyl-2-(pyrimidin-2-yl)benzoic acid and 2-chloro-5-(trifluoromethyl)pyrimidine. 1H NMR (500 MHz, CD3OD) δ 9.00-6.70 (m, 8H), 5.15-2.85 (m, 5H), 2.45-0.65 (m, 11H); ESI MS (M+H) 471. Reactants: C(C)OC(=O)C1(CC1)C1=CC=C(C=C1)C1=CC=C(C=C1)C1=C(C(=NO1)C)N (1-[4′-(4-amino-3-methyl-isoxazol-5-yl)-biphenyl-4-yl]-cyclopropanecarboxylic acid ethyl ester), C1(=CC=CC=C1)S(=O)(=O)C1=NC(=CC=C1)Br (2-benzenesulfonyl-6-bromo-pyridine). Yields the product C(C)OC(=O)C1(CC1)C1=CC=C(C=C1)C1=CC=C(C=C1)C1=C(C(=NO1)C)NC1=NC(=CC=C1)S(=O)(=O)C1=CC=CC=C1 (1-{4′-[4-(6-Benzenesulfonyl-pyridin-2-ylamino)-3-methyl-isoxazol-5-yl]-biphenyl-4-yl}-cyclopropanecarboxylic acid ethyl ester). As a reaction SMILES: [CH2:1]([O:3][C:4]([C:6]1([C:9]2[CH:14]=[CH:13][C:12]([C:15]3[CH:20]=[CH:19][C:18]([C:21]4[O:25][N:24]=[C:23]([CH3:26])[C:22]=4[NH2:27])=[CH:17][CH:16]=3)=[CH:11][CH:10]=2)[CH2:8][CH2:7]1)=[O:5])[CH3:2].[C:28]1([S:34]([C:37]2[CH:42]=[CH:41][CH:40]=[C:39](Br)[N:38]=2)(=[O:36])=[O:35])[CH:33]=[CH:32][CH:31]=[CH:30][CH:29]=1>>[CH2:1]([O:3][C:4]([C:6]1([C:9]2[CH:10]=[CH:11][C:12]([C:15]3[CH:20]=[CH:19][C:18]([C:21]4[O:25][N:24]=[C:23]([CH3:26])[C:22]=4[NH:27][C:39]4[CH:40]=[CH:41][CH:42]=[C:37]([S:34]([C:28]5[CH:33]=[CH:32][CH:31]=[CH:30][CH:29]=5)(=[O:36])=[O:35])[N:38]=4)=[CH:17][CH:16]=3)=[CH:13][CH:14]=2)[CH2:8][CH2:7]1)=[O:5])[CH3:2]. Reported procedure: Prepared according to the procedure described in Example 68, Step 2, using 1-[4′-(4-amino-3-methyl-isoxazol-5-yl)-biphenyl-4-yl]-cyclopropanecarboxylic acid ethyl ester and 2-benzenesulfonyl-6-bromo-pyridine. Reactants: C(=O)C=1C=C(C(=O)O)C=CC1 (3-formylbenzoic acid), FC=1C=C(C(=CC1)N)N (4-fluorobenzene-1,2-diamine). Solvent: C(C)O (ethanol). Product: FC1=CC2=C(NC(=N2)C=2C=C(C(=O)O)C=CC2)C=C1 (3-(5-Fluoro-1H-benzo[d]imidazol-2-yl)benzoic acid). Yield: 36.4%. RXN SMILES: [CH:1]([C:3]1[CH:4]=[C:5]([CH:9]=[CH:10][CH:11]=1)[C:6]([OH:8])=[O:7])=O.[F:12][C:13]1[CH:14]=[C:15]([NH2:20])[C:16]([NH2:19])=[CH:17][CH:18]=1>C(O)C>[F:12][C:13]1[CH:18]=[CH:17][C:16]2[NH:19][C:1]([C:3]3[CH:4]=[C:5]([CH:9]=[CH:10][CH:11]=3)[C:6]([OH:8])=[O:7])=[N:20][C:15]=2[CH:14]=1. Procedure details: A mixture of 3-formylbenzoic acid (500 mg, 3.33 mmol) and 4-fluorobenzene-1,2-diamine (420 mg, 3.33 mmol) in ethanol (10 mL) was refluxed for 5 hours. After cooling to room temperature, the precipitate was collected by filtration and dried to give 311 mg (36%) of the title compound as a brown solid. The reactants are O=C([O-])[O-], CCOC(C)=O, COCCOC, Cc1cc(Cl)nc2ccccc12, [K+], [K+], CC(=O)[O-], CC(=O)[O-], [Pd+2], OB(O)c1ccccc1, c1ccc(P(c2ccccc2)c2ccccc2)cc1. Yields the product Cc1cc(-c2ccccc2)nc2ccccc12. RXN SMILES: [C:41](=[O:42])([O-:43])[O-:44].[CH3:56][CH2:57][O:58][C:59](=[O:60])[CH3:61].[CH3:62][O:63][CH2:64][CH2:65][O:66][CH3:67].[Cl:1][c:2]1[n:3][c:4]2[cH:5][cH:6][cH:7][cH:8][c:9]2[c:10]([CH3:12])[cH:11]1.[K+:45].[K+:46].[O-:48][C:49]([CH3:50])=[O:51].[O-:52][C:53]([CH3:54])=[O:55].[Pd+2:47].[c:13]1([B:19]([OH:20])[OH:21])[cH:14][cH:15][cH:16][cH:17][cH:18]1.[c:22]1([P:23]([c:24]2[cH:25][cH:26][cH:27][cH:28][cH:29]2)[c:30]2[cH:31][cH:32][cH:33][cH:34][cH:35]2)[cH:36][cH:37][cH:38][cH:39][cH:40]1>>[c:2]1(-[c:13]2[cH:14][cH:15][cH:16][cH:17][cH:18]2)[n:3][c:4]2[cH:5][cH:6][cH:7][cH:8][c:9]2[c:10]([CH3:12])[cH:11]1. Reactants: CN(C)C=O, OC(CCl)c1ccc(Cl)cc1, [H-], [Na+], c1nc[nH]n1. The product is OC(Cn1cncn1)c1ccc(Cl)cc1. RXN SMILES: [CH3:19][N:20]([CH3:21])[CH:22]=[O:23].[Cl:8][c:9]1[cH:10][cH:11][c:12]([CH:15]([OH:16])[CH2:17][Cl:18])[cH:13][cH:14]1.[H-:1].[Na+:2].[nH:3]1[n:4][cH:5][n:6][cH:7]1>>[n:3]1([CH2:17][CH:15]([c:12]2[cH:11][cH:10][c:9]([Cl:8])[cH:14][cH:13]2)[OH:16])[n:4][cH:5][n:6][cH:7]1. The reactants are Cl (hydrogen chloride), [N+](=O)([O-])C=1C=C(C=CC1)OC(C=CC1=CC(=CC=C1)[N+](=O)[O-])=O ((3′-nitrophenyl)-3-nitrocinnamate), [N+](=O)([O-])C=1C=C(C=CC(=O)O)C=CC1 (3-nitrocinnamic acid), S(=O)(Cl)Cl (thionyl chloride). The solvent is C(C)(=O)OCC (ethyl acetate), CN(C)C=O (DMF). The product is [N+](=O)([O-])C=1C=C(C=CC(=O)Cl)C=CC1 (3-nitrocinnamoyl chloride). The yield is 96.9%. RXN SMILES: [N+](C1C=C([O:10][C:11](=O)[CH:12]=[CH:13][C:14]2[CH:19]=[CH:18][CH:17]=[C:16]([N+:20]([O-:22])=[O:21])[CH:15]=2)C=CC=1)([O-])=O.[N+](C1C=C(C=CC=1)C=CC(O)=O)([O-])=O.S(Cl)([Cl:40])=O.Cl>CN(C=O)C.C(OCC)(=O)C>[N+:20]([C:16]1[CH:15]=[C:14]([CH:19]=[CH:18][CH:17]=1)[CH:13]=[CH:12][C:11]([Cl:40])=[O:10])([O-:22])=[O:21]. Procedure: Synthesis of (3′-nitrophenyl)-3-nitrocinnamate 193.2 g (1 mole) of 3-nitrocinnamic acid and 650 g of ethyl acetate were placed in a reaction vessel. While 200 g of thionyl chloride with some drops of DMF was dropped into the reaction mixtures, the reaction mixtures were refluxed with stirring until the generation of hydrogen chloride gas stopped. The reacted solution was concentrated until a solid could be precipitated and poured into hexane. The precipitate was separated by filtration and dried... Starting materials: Cl (HCl), FC(OC1=CC=C(C=C1)N1N=C(C=C1)C(=O)NC1=CC=C(C=C1)[C@H]1CN(CCO1)C(=O)OC(C)(C)C)F ((S)-tert-Butyl 2-(4-(1-(4-(difluoromethoxy)phenyl)-1H-pyrazole-3-carboxamido)phenyl)morpholine-4-carboxylate), CCOCC (ether). The solvent is O1CCOCC1 (dioxane), O1CCOCC1 (dioxane). Conditions: temperature 60 celsius, time 8 hour. Yields the product Cl.FC(OC1=CC=C(C=C1)N1N=C(C=C1)C(=O)NC1=CC=C(C=C1)[C@H]1CNCCO1)F ((S)-1-(4-(difluoromethoxy)phenyl)-N-(4-(morpholin-2-yl)phenyl)-1H-pyrazole-3-carboxamide hydrochloride). Isolated yield 79.0%. As a reaction SMILES: [F:1][CH:2]([F:37])[O:3][C:4]1[CH:9]=[CH:8][C:7]([N:10]2[CH:14]=[CH:13][C:12]([C:15]([NH:17][C:18]3[CH:23]=[CH:22][C:21]([C@@H:24]4[O:29][CH2:28][CH2:27][N:26](C(OC(C)(C)C)=O)[CH2:25]4)=[CH:20][CH:19]=3)=[O:16])=[N:11]2)=[CH:6][CH:5]=1.[ClH:38].CCOCC>O1CCOCC1>[ClH:38].[F:37][CH:2]([F:1])[O:3][C:4]1[CH:9]=[CH:8][C:7]([N:10]2[CH:14]=[CH:13][C:12]([C:15]([NH:17][C:18]3[CH:23]=[CH:22][C:21]([C@@H:24]4[O:29][CH2:28][CH2:27][NH:26][CH2:25]4)=[CH:20][CH:19]=3)=[O:16])=[N:11]2)=[CH:6][CH:5]=1 |f:4.5|. Procedure details: (S)-tert-Butyl 2-(4-(1-(4-(difluoromethoxy)phenyl)-1H-pyrazole-3-carboxamido)phenyl)morpholine-4-carboxylate (130 mg, 0.25 mmol) was dissolved in dioxane (0.6 ml) and a solution of HCl in dioxane (4M, 0.12 ml, 3.8 mmol) was added. The reaction mixture was stirred overnight at 60° C. After cooling ether was added, the solid was filtered off, washed with ether and dried in vacuo to afford (S)-1-(4-(difluoromethoxy)phenyl)-N-(4-(morpholin-2-yl)phenyl)-1H-pyrazole-3-carboxamide hydrochloride (90 mg,...